This data is from the Open Reaction Database (ORD), a public repository of structured organic reaction records. The task is: describe an organic reaction: reactants, conditions, products, and yield Reactants: CC(C)(C)N(C([O-])=O)[C@@H](C(=O)NC=1C=NC(=CC1)OC1=CC=CC2=C1C(CO2)(C)C)C (1,1-dimethylethyl[(1R)-2-({6-[(3,3-dimethyl-2,3-dihydro-1-benzofuran-4-yl)oxy]-3-pyridinyl}amino)-1-methyl-2-oxoethyl]carbamate), CC(C)(C)OC(=O)N[C@H](C)C(=O)O (N-{[(1,1-dimethylethyl)oxy]carbonyl}-D-alanine), CC(C)(C)OC(=O)N[C@@H](C(=O)O)CC ((2R)-2-({[(1,1-dimethylethyl)oxy]carbonyl}amino)butanoic acid). The product is CC1(COC2=C1C(=CC=C2)OC2=CC=C(C=N2)NC(=O)[C@@H](CC)NC(OC(C)(C)C)=O)C (1,1-dimethylethyl {(1R)-1-[({6-[(3,3-dimethyl-2,3-dihydro-1-benzofuran-4-yl)oxy]-3-pyridinyl}amino)carbonyl]propyl}carbamate). Reaction SMILES: CC(N([C@H](C)C([NH:12][C:13]1[CH:14]=[N:15][C:16]([O:19][C:20]2[C:25]3[C:26]([CH3:30])([CH3:29])[CH2:27][O:28][C:24]=3[CH:23]=[CH:22][CH:21]=2)=[CH:17][CH:18]=1)=O)C(=O)[O-])(C)C.CC(OC(N[C@@H](C(O)=O)C)=O)(C)C.[CH3:45][C:46]([O:49][C:50]([NH:52][C@H:53]([CH2:57][CH3:58])[C:54]([OH:56])=O)=[O:51])([CH3:48])[CH3:47]>>[CH3:29][C:26]1([CH3:30])[C:25]2[C:20]([O:19][C:16]3[N:15]=[CH:14][C:13]([NH:12][C:54]([C@H:53]([NH:52][C:50](=[O:51])[O:49][C:46]([CH3:45])([CH3:47])[CH3:48])[CH2:57][CH3:58])=[O:56])=[CH:18][CH:17]=3)=[CH:21][CH:22]=[CH:23][C:24]=2[O:28][CH2:27]1. Reported procedure: The title compound was made in a similar fashion to the preparation of Intermediate 60 replacing N-{[(1,1-dimethylethyl)oxy]carbonyl}-D-alanine with (2R)-2-({[(1,1-dimethylethyl)oxy]carbonyl}amino)butanoic acid (66.6 mg). This afforded 78 mg of the title compound. Starting materials: CCOC(=O)c1cc(-c2ccccc2)nn1CC(F)(F)F, CO, Cl, [Na+], [OH-]. Product: O=C(O)c1cc(-c2ccccc2)nn1CC(F)(F)F. Reaction SMILES: [CH2:1]([CH3:2])[O:3][C:4](=[O:5])[c:6]1[n:7]([CH2:17][C:18]([F:19])([F:20])[F:21])[n:8][c:9](-[c:11]2[cH:12][cH:13][cH:14][cH:15][cH:16]2)[cH:10]1.[CH3:25][OH:26].[ClH:24].[Na+:23].[OH-:22]>>[O:3]=[C:4]([OH:5])[c:6]1[n:7]([CH2:17][C:18]([F:19])([F:20])[F:21])[n:8][c:9](-[c:11]2[cH:12][cH:13][cH:14][cH:15][cH:16]2)[cH:10]1. The reactants are O=C([O-])[O-], Cc1ccccc1, CCO, CCn1ncc2c(N3CC4CCC(C3)O4)nc(Cl)nc21, Nc1ccc(B(O)O)cc1, [Na+], [Na+]. Yields the product CCn1ncc2c(N3CC4CCC(C3)O4)nc(-c3ccc(N)cc3)nc21. As a reaction SMILES: [C:31](=[O:32])([O-:33])[O-:34].[CH3:37][c:38]1[cH:39][cH:40][cH:41][cH:42][cH:43]1.[CH3:44][CH2:45][OH:46].[Cl:1][c:2]1[n:3][c:4]([N:13]2[CH2:14][CH:15]3[CH2:16][CH2:17][CH:18]([CH2:19]2)[O:20]3)[c:5]2[c:6]([n:7]1)[n:8]([CH2:11][CH3:12])[n:9][cH:10]2.[NH2:21][c:22]1[cH:23][cH:24][c:25]([B:28]([OH:29])[OH:30])[cH:26][cH:27]1.[Na+:35].[Na+:36]>>[c:2]1(-[c:25]2[cH:24][cH:23][c:22]([NH2:21])[cH:27][cH:26]2)[n:3][c:4]([N:13]2[CH2:14][CH:15]3[CH2:16][CH2:17][CH:18]([CH2:19]2)[O:20]3)[c:5]2[c:6]([n:7]1)[n:8]([CH2:11][CH3:12])[n:9][cH:10]2. Starting materials: COC(=O)C1=CC=CC=2C(=COC21)CN2CCN(CC2)C(=O)OC(C)(C)C (tert-butyl 4-{[7-(methoxycarbonyl)-1-benzofuran-3-yl]methyl}piperazine-1-carboxylate), C(=O)([O-])[O-].[Na+].[Na+] (Na2CO3). Reagents/catalysts: [Pd] (Pd/C). The solvent is CC(=O)O (HOAc). Run at temperature 65 celsius, time 8 hour. Yields the product COC(=O)C1=CC=CC=2C(COC21)CN2CCN(CC2)C(=O)OC(C)(C)C (tert-butyl 4-{[7-(methoxycarbonyl)-2,3-dihydro-1-benzofuran-3-yl]methyl}piperazine-1-carboxylate). As a reaction SMILES: [CH3:1][O:2][C:3]([C:5]1[C:13]2[O:12][CH:11]=[C:10]([CH2:14][N:15]3[CH2:20][CH2:19][N:18]([C:21]([O:23][C:24]([CH3:27])([CH3:26])[CH3:25])=[O:22])[CH2:17][CH2:16]3)[C:9]=2[CH:8]=[CH:7][CH:6]=1)=[O:4].C([O-])([O-])=O.[Na+].[Na+]>CC(O)=O.[Pd]>[CH3:1][O:2][C:3]([C:5]1[C:13]2[O:12][CH2:11][CH:10]([CH2:14][N:15]3[CH2:20][CH2:19][N:18]([C:21]([O:23][C:24]([CH3:27])([CH3:26])[CH3:25])=[O:22])[CH2:17][CH2:16]3)[C:9]=2[CH:8]=[CH:7][CH:6]=1)=[O:4] |f:1.2.3|. Procedure details: A solution of tert-butyl 4-{[7-(methoxycarbonyl)-1-benzofuran-3-yl]methyl}piperazine-1-carboxylate (600 mg, 1.6 mmol) in 100 mL of HOAc was added 300 mg of Pd/C and the mixture was stirred at 65° C. under H2 atmosphere (50 psi) overnight. The reaction mixture was added Na2CO3 (aq.) to pH=8 in ice bath. The mixture was filtrated and extracted with EtOAc. The combined organic phase was washed with brine, dried over anhydrous sodium sulfate and concentrated. The residue was purified with silica gel...